Dataset: the Open Reaction Database (ORD), a public repository of structured organic reaction records. Task: describe an organic reaction: reactants, conditions, products, and yield Reactants: CCCC[P+](CCCC)(CCCC)CCCC, [Cl-], C[Si](C)(Cl)CCl, Cl[SiH](Cl)Cl. Yields the product C[Si](C)(Cl)C[Si](Cl)(Cl)Cl. Reaction SMILES: [CH2:12]([P+:13]([CH2:14][CH2:15][CH2:16][CH3:17])([CH2:18][CH2:19][CH2:20][CH3:21])[CH2:22][CH2:23][CH2:24][CH3:25])[CH2:26][CH2:27][CH3:28].[Cl-:11].[Cl:1][CH2:2][Si:3]([Cl:4])([CH3:5])[CH3:6].[Cl:7][SiH:8]([Cl:9])[Cl:10]>>[CH2:2]([Si:3]([Cl:4])([CH3:5])[CH3:6])[Si:8]([Cl:7])([Cl:9])[Cl:10]. Starting materials: FC(C1=C(CNCCC2=CC=C(OC(C(=O)OC)(C)C)C=C2)C=CC(=C1)C(F)(F)F)(F)F (methyl 2-[4-(2-{[2,4-bis(trifluoromethyl)benzyl]amino}ethyl)phenoxy]-2-methylpropanoate), ClC=1N=NC(=CC1)Cl (3,6-dichloropyridazine). The product is FC(C1=C(CN(CCC2=CC=C(OC(C(=O)O)(C)C)C=C2)C=2N=NC(=CC2)Cl)C=CC(=C1)C(F)(F)F)(F)F (2-(4-{2-[[2,4-Bis(trifluoromethyl)benzyl](6-chloropyridazin-3-yl)amino]ethyl}phenoxy)-2-methylpropanoic acid). As a reaction SMILES: [F:1][C:2]([F:32])([F:31])[C:3]1[CH:26]=[C:25]([C:27]([F:30])([F:29])[F:28])[CH:24]=[CH:23][C:4]=1[CH2:5][NH:6][CH2:7][CH2:8][C:9]1[CH:22]=[CH:21][C:12]([O:13][C:14]([CH3:20])([CH3:19])[C:15]([O:17]C)=[O:16])=[CH:11][CH:10]=1.[Cl:33][C:34]1[N:35]=[N:36][C:37](Cl)=[CH:38][CH:39]=1>>[F:32][C:2]([F:1])([F:31])[C:3]1[CH:26]=[C:25]([C:27]([F:30])([F:28])[F:29])[CH:24]=[CH:23][C:4]=1[CH2:5][N:6]([C:37]1[N:36]=[N:35][C:34]([Cl:33])=[CH:39][CH:38]=1)[CH2:7][CH2:8][C:9]1[CH:22]=[CH:21][C:12]([O:13][C:14]([CH3:20])([CH3:19])[C:15]([OH:17])=[O:16])=[CH:11][CH:10]=1. Reported procedure: Similarly prepared from methyl 2-[4-(2-{[2,4-bis(trifluoromethyl)benzyl]amino}ethyl)phenoxy]-2-methylpropanoate and 3,6-dichloropyridazine.